From a dataset of the Open Reaction Database (ORD), a public repository of structured organic reaction records. describe an organic reaction: reactants, conditions, products, and yield Starting materials: C(=O)(O)C=1C#CC=CC1 (3-Carboxybenzyne), ClC1=C(C(=O)O)C=CC=C1 (2-chlorobenzoic acid), C(CC)#N (propionitrile). The product is C(=O)(O)C=1C=C(C=CC1)C(C#N)C (alpha-(m-carboxyphenyl)propionitrile). RXN SMILES: [C:1]([C:4]1[C:5]#[C:6][CH:7]=[CH:8][CH:9]=1)([OH:3])=[O:2].ClC1C=CC=CC=1C(O)=O.[C:20](#[N:23])[CH2:21][CH3:22]>>[C:1]([C:4]1[CH:9]=[C:8]([CH:21]([CH3:22])[C:20]#[N:23])[CH:7]=[CH:6][CH:5]=1)([OH:3])=[O:2]. Reported procedure: 3-Carboxybenzyne prepared from 2-chlorobenzoic acid in the presence of a strong base is reacted with propionitrile to produce alpha-(m-carboxyphenyl)propionitrile (R. Biehl et al., J. Org. Chem., 31, 602 (1966)). The alpha-(m-carboxyphenyl)propionitrile is converted to alpha-(m-chlorocarbonylphenyl)propionitrile by using thionyl chloride. Friedel-Crafts reaction of alpha-(m-chlorocarbonylphenyl)propionitrile with benzene using aluminum chloride affords alpha-(m-benzoylphenyl)propionitrile. Hydro... The reactants are Cl.NC1(CCC1)C1=CC=C(C=C1)C=1C(C=2C(=NC(=CC2)OC)OC1C1=CC=CC=C1)=O (3-[4-(1-amino-cyclobutyl)-phenyl]-7-methoxy-2-phenyl-pyrano[2,3-b]pyridin-4-one hydrochloride), resultant solution, CO (MeOH), O (water). Solvent: Br (hydrogen bromide), CC(=O)O (AcOH). Yields the product Cl.NC1(CCC1)C1=CC=C(C=C1)C=1C(C2=C(NC(C=C2)=O)OC1C1=CC=CC=C1)=O (3-[4-(1-Amino-cyclobutyl)-phenyl]-2-phenyl-8H-pyrano[2,3-b]pyridine-4,7-dione hydrochloride). Yield: 91.4%. Reaction SMILES: [ClH:1].[NH2:2][C:3]1([C:7]2[CH:12]=[CH:11][C:10]([C:13]3[C:14](=[O:31])[C:15]4[C:16]([O:23][C:24]=3[C:25]3[CH:30]=[CH:29][CH:28]=[CH:27][CH:26]=3)=[N:17][C:18]([O:21]C)=[CH:19][CH:20]=4)=[CH:9][CH:8]=2)[CH2:6][CH2:5][CH2:4]1.CO.O>Br.CC(O)=O>[ClH:1].[NH2:2][C:3]1([C:7]2[CH:8]=[CH:9][C:10]([C:13]3[C:14](=[O:31])[C:15]4[CH:20]=[CH:19][C:18](=[O:21])[NH:17][C:16]=4[O:23][C:24]=3[C:25]3[CH:26]=[CH:27][CH:28]=[CH:29][CH:30]=3)=[CH:11][CH:12]=2)[CH2:6][CH2:5][CH2:4]1 |f:0.1,6.7|. Procedure: A solution of 3-[4-(1-amino-cyclobutyl)-phenyl]-7-methoxy-2-phenyl-pyrano[2,3-b]pyridin-4-one hydrochloride (20 mg, 0.046 mmol) in 33% hydrogen bromide solution in AcOH (0.5 mL) was heated in a microwave oven at 100° C. for 30 minutes. The reaction mixture was added to a mixture of MeOH (10 mL) and water (5 mL) and the resultant solution passed through a 2 g SCX cartridge. The product was not retained by the cartridge. The washings containing the product were concentrated, the pH of the mixture ... Reactants: CO, [Na+], [OH-], COC(=O)CCNC(=O)CCCCC1CCSS1. Yields the product O=C(O)CCNC(=O)CCCCC1CCSS1. As a reaction SMILES: [CH3:21][OH:22].[Na+:20].[OH-:19].[S:1]1[S:2][CH:3]([CH2:6][CH2:7][CH2:8][CH2:9][C:10](=[O:11])[NH:12][CH2:13][CH2:14][C:15](=[O:16])[O:17][CH3:18])[CH2:4][CH2:5]1>>[S:1]1[S:2][CH:3]([CH2:6][CH2:7][CH2:8][CH2:9][C:10](=[O:11])[NH:12][CH2:13][CH2:14][C:15](=[O:16])[OH:17])[CH2:4][CH2:5]1.